From a dataset of the Open Reaction Database (ORD), a public repository of structured organic reaction records. describe an organic reaction: reactants, conditions, products, and yield The reactants are C(#N)C1(CC(=C(CC1)[O-])C(=O)OC)C1=CC=CC=C1.[Na+] (sodium 4-cyano 4-phenyl 2-methoxy carbonyl cyclohex-1-enolate), Cl (hydrochloric acid), C(=O)=O (carbon dioxide), solution, [OH-].[Na+] (sodium hydroxide). The solvent is C(C)(=O)O (acetic acid), O (water). Yields the product C1(=CC=CC=C1)C1(CCC(CC1)=O)C#N (4-phenyl 4-cyanocylohexanone). As a reaction SMILES: [C:1]([C:3]1([C:14]2[CH:19]=[CH:18][CH:17]=[CH:16][CH:15]=2)[CH2:8][CH2:7][C:6]([O-:9])=[C:5](C(OC)=O)[CH2:4]1)#[N:2].[Na+].Cl.C(=O)=O.[OH-].[Na+]>C(O)(=O)C.O>[C:14]1([C:3]2([C:1]#[N:2])[CH2:4][CH2:5][C:6](=[O:9])[CH2:7][CH2:8]2)[CH:19]=[CH:18][CH:17]=[CH:16][CH:15]=1 |f:0.1,4.5|. Procedure: In a flask they were introduced successively under nitrogen atmosphere 179.7 g of sodium 4-cyano 4-phenyl 2-methoxy carbonyl cyclohex-1-enolate, 450 ml water, 450 ml acetic acid then 180 ml hydrochloric acid. It appears a milky suspension which is heated to reflux under stirring. After 5 hours heating the evolution of carbon dioxide has ceased and a green homogeneous solution is obtained. After reverting to room temperature this solution is carefully neutralized by adding a 5 N solution of sodiu... The reactants are Cc1ccc(S(=O)(=O)OCC2CC(O[Si](C)(C)C(C)(C)C)CN2C(=O)OC(C)(C)C)cc1, CC[BH-](CC)CC, C1CCOC1, [Li+], [Na+], O=C([O-])O, O. Yields the product CC1CC(O[Si](C)(C)C(C)(C)C)CN1C(=O)OC(C)(C)C. Reaction SMILES: [C:1]([CH3:2])([CH3:3])([CH3:4])[Si:5]([O:6][CH:7]1[CH2:8][CH:9]([CH2:19][O:20][S:21]([c:22]2[cH:23][cH:24][c:25]([CH3:26])[cH:27][cH:28]2)(=[O:29])=[O:30])[N:10]([C:12](=[O:13])[O:14][C:15]([CH3:16])([CH3:17])[CH3:18])[CH2:11]1)([CH3:31])[CH3:32].[CH2:33]([BH-:34]([CH2:35][CH3:36])[CH2:37][CH3:38])[CH3:39].[CH2:41]1[O:42][CH2:43][CH2:44][CH2:45]1.[Li+:40].[Na+:50].[O-:46][C:47]([OH:48])=[O:49].[OH2:51]>>[C:1]([CH3:2])([CH3:3])([CH3:4])[Si:5]([O:6][CH:7]1[CH2:8][CH:9]([CH3:19])[N:10]([C:12](=[O:13])[O:14][C:15]([CH3:16])([CH3:17])[CH3:18])[CH2:11]1)([CH3:31])[CH3:32]. Starting materials: CCOC(=O)c1ccc(I)c([N+](=O)[O-])c1, CCOC(C)=O, Cl[Sn]Cl. The product is CCOC(=O)c1ccc(I)c(N)c1. As a reaction SMILES: [CH2:1]([CH3:2])[O:3][C:4]([c:5]1[cH:6][c:7]([N+:12]([O-:13])=[O:14])[c:8]([I:11])[cH:9][cH:10]1)=[O:15].[CH3:16][CH2:17][O:18][C:19](=[O:20])[CH3:21].[Sn:22]([Cl:23])[Cl:24]>>[CH2:1]([CH3:2])[O:3][C:4]([c:5]1[cH:6][c:7]([NH2:12])[c:8]([I:11])[cH:9][cH:10]1)=[O:15]. The reactants are CC(=O)Cl, CN1CCN(c2ccccc2C=O)CC1, CC(C)O. The product is CN1CCN(c2ccccc2C=O)CC1, Cl. As a reaction SMILES: [CH3:16][C:17]([Cl:18])=[O:19].[CH3:1][N:2]1[CH2:3][CH2:4][N:5]([c:8]2[c:9]([CH:10]=[O:11])[cH:12][cH:13][cH:14][cH:15]2)[CH2:6][CH2:7]1.[CH:20]([OH:21])([CH3:22])[CH3:23]>>[CH3:1][N:2]1[CH2:3][CH2:4][N:5]([c:8]2[c:9]([CH:10]=[O:11])[cH:12][cH:13][cH:14][cH:15]2)[CH2:6][CH2:7]1.[ClH:18]. Reactants: CSc1nnc(C#N)c(N2CCc3ccccc3CC2)n1, NCCO, C1COCCO1. The product is N#Cc1nnc(NCCO)nc1N1CCc2ccccc2CC1. As a reaction SMILES: [CH3:1][S:2][c:3]1[n:4][n:5][c:6]([C:20]#[N:21])[c:7]([N:9]2[CH2:10][CH2:11][c:12]3[c:13]([cH:16][cH:17][cH:18][cH:19]3)[CH2:14][CH2:15]2)[n:8]1.[NH2:22][CH2:23][CH2:24][OH:25].[O:26]1[CH2:27][CH2:28][O:29][CH2:30][CH2:31]1>>[c:3]1([NH:22][CH2:23][CH2:24][OH:25])[n:4][n:5][c:6]([C:20]#[N:21])[c:7]([N:9]2[CH2:10][CH2:11][c:12]3[c:13]([cH:16][cH:17][cH:18][cH:19]3)[CH2:14][CH2:15]2)[n:8]1. Reactants: S(=O)(=O)(C1=CC=CC=2C(N(C)C)=CC=CC12)Cl (dansyl chloride), C(CCOCCOCCCN)N (4,7-Dioxadecane-1,10-diamine), O (water). Run in C(C)#N (acetonitrile), C(C)#N (acetonitrile). Conditions: time 1.5 hour. Yields the product NCCCOCCOCCCNS(=O)(=O)C1=CC=CC2=C(C=CC=C12)N(C)C (N-(10-amino-4,7-dioxadecyl)-5-dimethylaminonapthalene-1-sulfonamide). Isolated yield 60.7%. As a reaction SMILES: [CH2:1]([NH2:12])[CH2:2][CH2:3][O:4][CH2:5][CH2:6][O:7][CH2:8][CH2:9][CH2:10][NH2:11].[S:13](Cl)([C:16]1[C:28]2[CH:27]=[CH:26][CH:25]=[C:21]([N:22]([CH3:24])[CH3:23])[C:20]=2[CH:19]=[CH:18][CH:17]=1)(=[O:15])=[O:14].O>C(#N)C>[NH2:11][CH2:10][CH2:9][CH2:8][O:7][CH2:6][CH2:5][O:4][CH2:3][CH2:2][CH2:1][NH:12][S:13]([C:16]1[C:28]2[C:20](=[C:21]([N:22]([CH3:24])[CH3:23])[CH:25]=[CH:26][CH:27]=2)[CH:19]=[CH:18][CH:17]=1)(=[O:15])=[O:14]. Reported procedure: 4,7-Dioxadecane-1,10-diamine (32.6 g, 0.185 mole) in acetonitrile (100 mL) was chilled in an ice bath. To this was slowly added dropwise dansyl chloride (5 g, 0.0185 mole) dissolved in acetonitrile (60 mL) over a 20 min. period. Stirring in an ice bath was continued for 1.5 hr. The reaction mixture was poured into water (about 300 mL) and extracted with dichloromethane (2×100 mL). The combined extracts were washed with water and dried to give an oil. The oil was purified by column chromatography... The reactants are C(C)(C)(C)OC(=O)N1C(CCCC1)CC(NC1CCCC2=CC(=CC=C12)OS(=O)(=O)C(F)(F)F)=O (2-[(6-trifluoromethanesulfonyloxy-1,2,3,4-tetrahydro-naphthalen-1-ylcarbamoyl)-methyl]-piperidine-1-carboxylic acid tert-butyl ester), N#N (N2), C(C=C)N1CCCCC1 (1-allylpiperidine), C(=O)([O-])[O-].[K+].[K+] (K2CO3). The reagents and catalysts are C1(=CC=CC=C1)P([C-]1C=CC=C1)C1=CC=CC=C1.[C-]1(C=CC=C1)P(C1=CC=CC=C1)C1=CC=CC=C1.[Fe+2] (1,1′-bis(diphenylphosphino)ferrocene), C(C)(=O)[O-].[Pd+2].C(C)(=O)[O-] (palladium(II)acetate). Solvent: CC#N (CH3CN), O (water). Run at temperature 80 celsius. Product: C(C)(C)(C)OC(=O)N1C(CCCC1)CC(NC1CCCC2=CC(=CC=C12)C(=C)CN1CCCCC1)=O (2-{[6-(1-piperidin-1-ylmethyl-vinyl)-1,2,3,4-tetrahydro-naphthalen-1-ylcarbamoyl]-methyl}-piperidine-1-carboxylic acid tert-butyl ester). RXN SMILES: [C:1]([O:5][C:6]([N:8]1[CH2:13][CH2:12][CH2:11][CH2:10][CH:9]1[CH2:14][C:15](=[O:35])[NH:16][CH:17]1[C:26]2[C:21](=[CH:22][C:23](OS(C(F)(F)F)(=O)=O)=[CH:24][CH:25]=2)[CH2:20][CH2:19][CH2:18]1)=[O:7])([CH3:4])([CH3:3])[CH3:2].N#N.C([O-])([O-])=O.[K+].[K+].[CH2:44]([N:47]1[CH2:52][CH2:51][CH2:50][CH2:49][CH2:48]1)[CH:45]=[CH2:46]>CC#N.O.C([O-])(=O)C.[Pd+2].C([O-])(=O)C.C1(P(C2C=CC=CC=2)[C-]2C=CC=C2)C=CC=CC=1.[C-]1(P(C2C=CC=CC=2)C2C=CC=CC=2)C=CC=C1.[Fe+2]>[C:1]([O:5][C:6]([N:8]1[CH2:13][CH2:12][CH2:11][CH2:10][CH:9]1[CH2:14][C:15](=[O:35])[NH:16][CH:17]1[C:26]2[C:21](=[CH:22][C:23]([C:45]([CH2:44][N:47]3[CH2:52][CH2:51][CH2:50][CH2:49][CH2:48]3)=[CH2:46])=[CH:24][CH:25]=2)[CH2:20][CH2:19][CH2:18]1)=[O:7])([CH3:3])([CH3:2])[CH3:4] |f:2.3.4,8.9.10,11.12.13|. Procedure: A solution of 2-[(6-trifluoromethanesulfonyloxy-1,2,3,4-tetrahydro-naphthalen-1-ylcarbamoyl)-methyl]-piperidine-1-carboxylic acid tert-butyl ester (624 mg, 1.19 mmol) in CH3CN (6 mL) was purged with N2, and then added palladium(II)acetate (Strem Chemicals, 20 mg, 0.09 mmol), 1,1′-bis(diphenylphosphino)ferrocene (Aldrich, 211 mg, 0.38 mmol), K2CO3 (Aldrich, 299 mg, 2.16 mmol) and 1-allylpiperidine (Lancaster, 904 mg, 7.22 mmol). The mixture was heated to 80° C. overnight, cooled to RT, diluted wi... The reactants are CO, [K+], O=C(OC1CCC(N2C(=O)c3ccccc3C2=O)CC1)c1ccc([N+](=O)[O-])cc1, C1CCOC1, O=S(=O)([O-])O. Product: O=C1c2ccccc2C(=O)N1C1CCC(O)CC1. RXN SMILES: [CH3:36][OH:37].[K+:35].[N+:1]([c:2]1[cH:3][cH:4][c:5]([C:6](=[O:7])[O:10][CH:11]2[CH2:12][CH2:13][CH:14]([N:17]3[C:18](=[O:27])[c:19]4[cH:20][cH:21][cH:22][cH:23][c:24]4[C:25]3=[O:26])[CH2:15][CH2:16]2)[cH:8][cH:9]1)([O-:28])=[O:29].[O:38]1[CH2:39][CH2:40][CH2:41][CH2:42]1.[S:30]([O-:31])([OH:32])(=[O:33])=[O:34]>>[OH:10][CH:11]1[CH2:12][CH2:13][CH:14]([N:17]2[C:18](=[O:27])[c:19]3[cH:20][cH:21][cH:22][cH:23][c:24]3[C:25]2=[O:26])[CH2:15][CH2:16]1. Reactants: NC(=O)CBr, O=c1[nH]c2cccc(F)c2o1, [H-], [Na+], CN(C)C=O. Product: NC(=O)Cn1c(=O)oc2c(F)cccc21. RXN SMILES: [Br:14][CH2:15][C:16](=[O:17])[NH2:18].[F:3][c:4]1[cH:5][cH:6][cH:7][c:8]2[nH:9][c:10](=[O:13])[o:11][c:12]12.[H-:2].[Na+:1].[O:19]=[CH:20][N:21]([CH3:22])[CH3:23]>>[F:3][c:4]1[cH:5][cH:6][cH:7][c:8]2[n:9]([CH2:15][C:16](=[O:17])[NH2:18])[c:10](=[O:13])[o:11][c:12]12.